This data is from the Open Reaction Database (ORD), a public repository of structured organic reaction records. The task is: describe an organic reaction: reactants, conditions, products, and yield The reactants are CS(=O)(=O)NC1CCCCC1Nc1nc(Cl)ncc1Cl, CN(C)C(=O)CN1CCc2ccc(N)cc2CC1. Yields the product CN(C)C(=O)CN1CCc2ccc(Nc3ncc(Cl)c(NC4CCCCC4NS(C)(=O)=O)n3)cc2CC1. RXN SMILES: [Cl:19][c:20]1[n:21][cH:22][c:23]([Cl:38])[c:24]([NH:26][CH:27]2[CH:28]([NH:33][S:34](=[O:35])(=[O:36])[CH3:37])[CH2:29][CH2:30][CH2:31][CH2:32]2)[n:25]1.[NH2:1][c:2]1[cH:3][c:4]2[c:5]([cH:17][cH:18]1)[CH2:6][CH2:7][N:8]([CH2:11][C:12](=[O:13])[N:14]([CH3:15])[CH3:16])[CH2:9][CH2:10]2>>[NH:1]([c:2]1[cH:3][c:4]2[c:5]([cH:17][cH:18]1)[CH2:6][CH2:7][N:8]([CH2:11][C:12](=[O:13])[N:14]([CH3:15])[CH3:16])[CH2:9][CH2:10]2)[c:20]1[n:21][cH:22][c:23]([Cl:38])[c:24]([NH:26][CH:27]2[CH:28]([NH:33][S:34](=[O:35])(=[O:36])[CH3:37])[CH2:29][CH2:30][CH2:31][CH2:32]2)[n:25]1. The reactants are ClC1=CC=C(C=C1)CCO (2-(4Chlorophenyl)ethanol), C(C)(C)(C)OC(CBr)=O (t-Butylbromoacetate), Cl (hydrochloric acid), FC(C(=O)O)(F)F (trifluoroacetic acid). Reagents/catalysts: [Br-].C(CCC)[N+](CCCC)(CCCC)CCCC (tetrabutylammoniumbromide). The solvent is [OH-].[Na+] (sodium hydroxide), ClCCl (dichoromethane), O (Water), C1(=CC=CC=C1)C (toluene). Reaction conditions: time 1 hour. The product is ClC1=CC=C(C=C1)CCOCC(=O)O (2-[2-(4-Chlorophenyl)ethoxy]acetic acid), solid. Reaction SMILES: [Cl:1][C:2]1[CH:7]=[CH:6][C:5]([CH2:8][CH2:9][OH:10])=[CH:4][CH:3]=1.C([O:15][C:16](=[O:19])[CH2:17]Br)(C)(C)C.Cl.FC(F)(F)C(O)=O>[OH-].[Na+].[Br-].C([N+](CCCC)(CCCC)CCCC)CCC.C1(C)C=CC=CC=1.ClCCl.O>[Cl:1][C:2]1[CH:7]=[CH:6][C:5]([CH2:8][CH2:9][O:10][CH2:17][C:16]([OH:19])=[O:15])=[CH:4][CH:3]=1 |f:4.5,6.7|. Procedure: 2-(4Chlorophenyl)ethanol (10 g) was stirred in 50% aqueous sodium hydroxide (70 ml), tetrabutylammoniumbromide (1.4 g) was added and the mixture stirred for 1 hour. t-Butylbromoacetate (28.6 ml) in toluene (140 ml) was added and stirring continued for 18 hours. Water (50 ml) was added and after 2 hours the mixture was cooled in ice and acidified to pH 1 with concentrated hydrochloric acid. The organic layer was separated and the aqueous extracted with ethyl acetate. The combined organic extracts... The reactants are COC(=O)c1oc2ccc(F)cc2c1CBr, COCCO, CN(C)C=O, [Cl-], [H-], [NH4+], [Na+]. The product is COCCOCc1c(C(=O)OC)oc2ccc(F)cc12. RXN SMILES: [Br:8][CH2:9][c:10]1[c:11]([C:20](=[O:21])[O:22][CH3:23])[o:12][c:13]2[c:14]1[cH:15][c:16]([F:19])[cH:17][cH:18]2.[CH3:1][O:2][CH2:3][CH2:4][OH:5].[CH3:26][N:27]([CH3:28])[CH:29]=[O:30].[Cl-:24].[H-:6].[NH4+:25].[Na+:7]>>[CH3:1][O:2][CH2:3][CH2:4][O:5][CH2:9][c:10]1[c:11]([C:20](=[O:21])[O:22][CH3:23])[o:12][c:13]2[c:14]1[cH:15][c:16]([F:19])[cH:17][cH:18]2. Starting materials: COCCCOc1ccnc(COC(C)=O)c1C, CCO, [Na+], [OH-]. The product is COCCCOc1ccnc(CO)c1C. RXN SMILES: [C:3](=[O:4])([CH3:5])[O:6][CH2:7][c:8]1[n:9][cH:10][cH:11][c:12]([O:15][CH2:16][CH2:17][CH2:18][O:19][CH3:20])[c:13]1[CH3:14].[CH3:21][CH2:22][OH:23].[Na+:2].[OH-:1]>>[OH:6][CH2:7][c:8]1[n:9][cH:10][cH:11][c:12]([O:15][CH2:16][CH2:17][CH2:18][O:19][CH3:20])[c:13]1[CH3:14]. Starting materials: C=1C=CC2=C(C1)N=NN2O (HOBT), C(CCl)Cl (EDC), ClC1=CC(=C(C=C1)C1=C(C=NC=C1C(=O)O)F)F (4-(4-chloro-2-fluorophenyl)-5-fluoronicotinic acid), Cl.CN (Methylamine hydrochloride), CCN(C(C)C)C(C)C (DIEA), resultant mixture. Solvent: CN(C)C=O (DMF). Conditions: time 5 minute. Product: ClC1=CC(=C(C=C1)C1=C(C=NC=C1C(=O)NC)F)F (4-(4-chloro-2-fluorophenyl)-5-fluoro-N-methylnicotinamide). The yield is 63.0%. Reaction SMILES: [Cl:1][C:2]1[CH:7]=[CH:6][C:5]([C:8]2[C:13]([C:14](O)=[O:15])=[CH:12][N:11]=[CH:10][C:9]=2[F:17])=[C:4]([F:18])[CH:3]=1.C1C=CC2N(O)N=[N:25][C:23]=2C=1.C(Cl)CCl.Cl.CN.CCN(C(C)C)C(C)C>CN(C=O)C>[Cl:1][C:2]1[CH:7]=[CH:6][C:5]([C:8]2[C:13]([C:14]([NH:25][CH3:23])=[O:15])=[CH:12][N:11]=[CH:10][C:9]=2[F:17])=[C:4]([F:18])[CH:3]=1 |f:3.4|. Procedure: To the solution of 4-(4-chloro-2-fluorophenyl)-5-fluoronicotinic acid (530 mg, 1.966 mmol) in DMF (5 mL) cooled at 0° C., was added HOBT (602 mg, 3.93 mmol) and EDC (565 mg, 2.95 mmol), then the mixture was stirred for 5 min. Methylamine hydrochloride (531 mg, 7.86 mmol) and DIEA (1.030 mL, 5.90 mmol) were added and the resultant mixture was stirred at RT for 12 h. Ice-cold water was added to the reaction and the solid obtained was collected by vacuum filtration. The solid so obtained was washed... Reagents/catalysts: CC(C)[O-].CC(C)[O-].CC(C)[O-].CC(C)[O-].[Ti+4] (tetraisopropyl orthotitanate), CC(C)[O-].CC(C)[O-].CC(C)[O-].CC(C)[O-].[Ti+4] (tetraisopropyl orthotitanate). Conditions: temperature 180 celsius. Run in C(C)(=O)OCC (ethyl acetate). Reported procedure: 22.82 g (0.15 mol) p-hydroxybenzoic acid methyl ester, 38.47 g (0.30 mol) cyclooctanol and 26 mg (0.1 mmol) tetraisopropyl orthotitanate are placed under argon in a round-bottom flask with distillation bridge. The mixture is stirred and heated to 180° C. within 45 minutes. The pressure is reduced to 800 mbar and over the further course of distillation to 650 mbar. After a further 15 minutes the pressure is increased to 900 mbar and the reaction mixture stirred for a further 2 hours, during which... The yield is 12.6%. Product: C1(CCCCCCC1)OC(C1=CC=C(C=C1)O)=O (4-hydroxybenzoic Acid Cyclooctyl Ester). Reactants: COC(C1=CC=C(C=C1)O)=O (p-hydroxybenzoic acid methyl ester), C1(CCCCCCC1)O (cyclooctanol), C1(CCCCCCC1)O (cyclooctanol), C1(CCCCCCC1)O (cyclooctanol). As a reaction SMILES: [CH3:1][O:2][C:3](=[O:11])[C:4]1[CH:9]=[CH:8][C:7]([OH:10])=[CH:6][CH:5]=1.[CH:12]1(O)[CH2:19][CH2:18]C[CH2:16][CH2:15][CH2:14][CH2:13]1>CC([O-])C.CC([O-])C.CC([O-])C.CC([O-])C.[Ti+4].C(OCC)(=O)C>[CH:1]1([O:2][C:3](=[O:11])[C:4]2[CH:9]=[CH:8][C:7]([OH:10])=[CH:6][CH:5]=2)[CH2:16][CH2:15][CH2:14][CH2:13][CH2:12][CH2:19][CH2:18]1 |f:2.3.4.5.6|. Starting materials: C(C)(=O)OC(C)=O (acetic anhydride), ClC1=C(C(=O)C2=CC=C(C=C2)C)C=CC(=C1)F (2-chloro-4-fluoro-4'-methylbenzophenone), P(=O)(O)([O-])[O-].[Na+].[Na+] (disodium hydrogenphosphate), NC(=O)N.OO (urea hydrogen peroxide), C(O)([O-])=O.[Na+] (sodium hydrogencarbonate), powder. Solvent: ClCCl (dichloromethane). Conditions: time 12 hour. Yields the product ClC1=C(C(=O)O)C=CC(=C1)F (2-chloro-4-fluorobenzoic acid). Isolated yield 71.3%. RXN SMILES: C([O:4][C:5](=[O:7])[CH3:6])(=O)C.[Cl:8][C:9]1[CH:23]=[C:22]([F:24])[CH:21]=[CH:20]C=1C(C1C=CC(C)=CC=1)=O.P([O-])([O-])(O)=O.[Na+].[Na+].NC(N)=O.OO.C(=O)([O-])O.[Na+]>ClCCl>[Cl:8][C:9]1[CH:23]=[C:22]([F:24])[CH:21]=[CH:20][C:6]=1[C:5]([OH:4])=[O:7] |f:2.3.4,5.6,7.8|. Reported procedure: 2.1 g (20 mmol) of acetic anhydride were added dropwise at 0° C. to a mixture of 2.0 g (8 mmol) of 2-chloro-4-fluoro-4'-methylbenzophenone, 9.9 g (0.07 mol) of disodium hydrogenphosphate and 3.8 g (40 mmol) of urea/hydrogen peroxide adduct in 50 ml of dichloromethane. The resulting mixture was then allowed to warmup to room temperature. After 12 h at 20° C., it was neutralized with sodium hydrogencarbonate solution and the aqueous phase was subsequently extracted with dichloromethane. The solven... Starting materials: FC=1C=C(C=CC1F)C1(CCCCC1)CCC(=O)OCC (ethyl 3-(1-(3,4-difluorophenyl)cyclohexyl)propanoate), [OH-].[Na+] (NaOH), Cl (HCl), [OH-].[Na+] (NaOH). The solvent is CO (MeOH). Run at time 20 hour. Yields the product FC=1C=C(C=CC1F)C1(CCCCC1)CCC(=O)O (3-(1-(3,4-difluorophenyl)cyclohexyl)propanoic acid). The yield is 100.0%. As a reaction SMILES: [F:1][C:2]1[CH:3]=[C:4]([C:9]2([CH2:15][CH2:16][C:17]([O:19]CC)=[O:18])[CH2:14][CH2:13][CH2:12][CH2:11][CH2:10]2)[CH:5]=[CH:6][C:7]=1[F:8].[OH-].[Na+].Cl>CO>[F:1][C:2]1[CH:3]=[C:4]([C:9]2([CH2:15][CH2:16][C:17]([OH:19])=[O:18])[CH2:14][CH2:13][CH2:12][CH2:11][CH2:10]2)[CH:5]=[CH:6][C:7]=1[F:8] |f:1.2|. Procedure details: To a solution of ethyl 3-(1-(3,4-difluorophenyl)cyclohexyl)propanoate (Int. 3-D, 540 mg, 1.822 mmol) in MeOH (15 mL) was added 1N NaOH (3.64 mL, 3.64 mmol), and the mixture was stirred at room temperature for 20 hrs. Since the reaction was not complete on TLC, an additional 1.82 mL of 1N NaOH was added, and it was continued to stir for 3 hrs. TLC showed that the reaction was complete. Next, the reaction mixture was acidified with the addition of 6 mL of 1N HCl, and the product was extracted with... Yield: 29.0%. Procedure details: After dissolving 2-[(1-naphthalen-1-ylmethyl-piperidin-4-ylmethyl)-amino]-1H-benzimidazole-5-carboaldehyde (2.7 mg, 0.0570 mmol) in anhydrous dimethylformamide (1 ml) under a nitrogen stream, hydroxylamine hydrochloride (8 mg, 0.115 mmol) and one drop of 6N hydrochloric acid were added and the mixture was stirred at 80° C. for 2 hours and 30 minutes. Two drops of 5N aqueous sodium hydroxide were then added, and after extraction with ethyl acetate, extraction was repeated with dichloromethane. Th... The product is C1(=CC=CC2=CC=CC=C12)CN1CCC(CC1)CNC1=NC2=C(N1)C=CC(=C2)C#N (2-[(1-naphthalen-1-ylmethyl-piperidin-4-ylmethyl)-amino]-1H-benzimidazole-5-carbonitrile). Reaction conditions: temperature 80 celsius, time 30 minute. Solvent: CN(C=O)C (dimethylformamide), CN(C=O)C (dimethylformamide). Reactants: Cl.O1CCOCC1 (hydrogen chloride 1,4-dioxane), C1(=CC=CC2=CC=CC=C12)CN1CCC(CC1)CNC1=NC2=C(N1)C=CC(=C2)C=O (2-[(1-naphthalen-1-ylmethyl-piperidin-4-ylmethyl)-amino]-1H-benzimidazole-5-carboaldehyde), Cl.NO (hydroxylamine hydrochloride). The reagents and catalysts are [OH-].[Na+] (sodium hydroxide), Cl (hydrochloric acid). As a reaction SMILES: [C:1]1([CH2:11][N:12]2[CH2:17][CH2:16][CH:15]([CH2:18][NH:19][C:20]3[NH:24][C:23]4[CH:25]=[CH:26][C:27]([CH:29]=O)=[CH:28][C:22]=4[N:21]=3)[CH2:14][CH2:13]2)[C:10]2[C:5](=[CH:6][CH:7]=[CH:8][CH:9]=2)[CH:4]=[CH:3][CH:2]=1.Cl.[NH2:32]O.Cl.O1CCOCC1>CN(C)C=O.Cl.[OH-].[Na+]>[C:1]1([CH2:11][N:12]2[CH2:17][CH2:16][CH:15]([CH2:18][NH:19][C:20]3[NH:24][C:23]4[CH:25]=[CH:26][C:27]([C:29]#[N:32])=[CH:28][C:22]=4[N:21]=3)[CH2:14][CH2:13]2)[C:10]2[C:5](=[CH:6][CH:7]=[CH:8][CH:9]=2)[CH:4]=[CH:3][CH:2]=1 |f:1.2,3.4,7.8|.